Task: describe an organic reaction: reactants, conditions, products, and yield. Dataset: the Open Reaction Database (ORD), a public repository of structured organic reaction records Solvent: C(C)(=O)OCC (ethyl acetate). Reported procedure: This compound was prepared using the procedure used to prepare [1-(6-{5-[6-(4-{2-[2-(2-Methoxycarbonylamino-3-methyl-butyryl)-2-aza-bicyclo[2.2.1]hept-3-yl]-3H-imidazol-4-yl}-phenyl)-naphthalen-2-yl]-1H-imidazol-2-yl}-5-aza-spiro[2.4]heptane-5-carbonyl)-2-methyl-propyl]-carbamic acid methyl ester (example EZ) using [2-Methyl-1-(3-{5-[6-(4,4,5,5-tetramethyl-[1,3,2]dioxaborolan-2-yl)-naphthalen-2-yl]-1H-imidazol-2-yl}-2-aza-bicyclo[2.2.1]heptane-2-carbonyl)-propyl]-carbamic acid methyl ester (2.25... As a reaction SMILES: COC(=O)NC(C(N1C(C2NC([C:23]3[CH:32]=[CH:31][C:30]4[C:25](=[CH:26][CH:27]=[C:28]([C:33]5[CH:38]=[CH:37][C:36]([C:39]6[NH:40][C:41](C7C8CC(CC8)N7C(=O)C(NC(OC)=O)C(C)C)=[N:42][CH:43]=6)=[CH:35][CH:34]=5)[CH:29]=4)[CH:24]=3)=CN=2)CC2(CC2)C1)=O)C(C)C.[CH3:63][O:64][C:65](=[O:104])[NH:66][CH:67]([C:71]([N:73]1[CH:78]([C:79]2[NH:80][C:81](C3C=CC4C(=CC=C(B5OC(C)(C)C(C)(C)O5)C=4)C=3)=[CH:82][N:83]=2)[CH:77]2[CH2:103][CH:74]1[CH2:75][CH2:76]2)=[O:72])[CH:68]([CH3:70])[CH3:69].[C:105]([O:109][C:110]([N:112]1[CH2:118][CH2:117][C:114]2([CH2:116][CH2:115]2)[CH2:113]1)=[O:111])([CH3:108])([CH3:107])[CH3:106].C(=O)([O-])[O-].[K+].[K+]>C(OCC)(=O)C>[C:105]([O:109][C:110]([N:112]1[CH:118]([C:41]2[NH:40][C:39]([C:36]3[CH:35]=[CH:34][C:33]([C:28]4[CH:27]=[CH:26][C:25]5[C:30](=[CH:31][CH:32]=[C:23]([C:81]6[NH:80][C:79]([CH:78]7[CH:77]8[CH2:103][CH:74]([CH2:75][CH2:76]8)[N:73]7[C:71](=[O:72])[CH:67]([NH:66][C:65]([O:64][CH3:63])=[O:104])[CH:68]([CH3:69])[CH3:70])=[N:83][CH:82]=6)[CH:24]=5)[CH:29]=4)=[CH:38][CH:37]=3)=[CH:43][N:42]=2)[CH2:117][C:114]2([CH2:116][CH2:115]2)[CH2:113]1)=[O:111])([CH3:108])([CH3:106])[CH3:107] |f:3.4.5|. Starting materials: COC(NC(C(C)C)C(=O)N1CC2(CC2)CC1C=1NC(=CN1)C1=CC2=CC=C(C=C2C=C1)C1=CC=C(C=C1)C=1NC(=NC1)C1N(C2CCC1C2)C(C(C(C)C)NC(=O)OC)=O)=O ([1-(6-{5-[6-(4-{2-[2-(2-Methoxycarbonylamino-3-methyl-butyryl)-2-aza-bicyclo[2.2.1]hept-3-yl]-3H-imidazol-4-yl}-phenyl)-naphthalen-2-yl]-1H-imidazol-2-yl}-5-aza-spiro[2.4]heptane-5-carbonyl)-2-methyl-propyl]-carbamic acid methyl ester), C([O-])([O-])=O.[K+].[K+] (potassium carbonate), COC(NC(C(C)C)C(=O)N1C2CCC(C1C=1NC(=CN1)C1=CC3=CC=C(C=C3C=C1)B1OC(C(O1)(C)C)(C)C)C2)=O ([2-Methyl-1-(3-{5-[6-(4,4,5,5-tetramethyl-[1,3,2]dioxaborolan-2-yl)-naphthalen-2-yl]-1H-imidazol-2-yl}-2-aza-bicyclo[2.2.1]heptane-2-carbonyl)-propyl]-carbamic acid methyl ester), C(C)(C)(C)OC(=O)N1CC2(CC2)CC1 (5-aza-spiro[2.4]heptane-5-carboxylic acid tert-butyl ester). Yields the product C(C)(C)(C)OC(=O)N1CC2(CC2)CC1C=1NC(=CN1)C1=CC=C(C=C1)C1=CC2=CC=C(C=C2C=C1)C=1NC(=NC1)C1N(C2CCC1C2)C(C(C(C)C)NC(=O)OC)=O (6-{5-[4-(6-{2-[2-(2-Methoxycarbonylamino-3-methyl-butyryl)-2-aza-bicyclo[2.2.1]hept-3-yl]-3H-imidazol-4-yl}-naphthalen-2-yl)-phenyl]-1H-imidazol-2-yl}-5-aza-spiro[2.4]heptane-5-carboxylic acid tert-butyl ester). Yield: 60.0%. Starting materials: CC(Cl)c1cccnc1, COc1ccc(CN2CC(C(=O)O)CC2=O)cc1OC. The reagents and catalysts are O=C([O-])[O-].[Cs+].[Cs+] (cesium carbonate), [I-].[K+] (potassium iodide). The solvent is CN(C)C=O (DMF), CN(C)C=O (dmf), CN(C)C=O (DMF). Run at temperature 70 celsius, time 16 hour. The product is COc1ccc(CN2CC(C(=O)OC(C)c3cccnc3)CC2=O)cc1OC. The reactants are NC1=C(C(=O)N)C(=CC(=C1)OC)OC (2-amino-4,6-dimethoxy-benzamide), OCCOC=1C=C(C=O)C=C(C1)OC (3-(2-hydroxy-ethoxy)-5-methoxy-benzaldehyde), OS(=O)[O-].[Na+] (NaHSO3), CC=1C=CC(=CC1)S(=O)(=O)O (p-TSA). The solvent is CN(C(C)=O)C (N,N-dimethylacetamide). Run at temperature 117.5 celsius. The product is OCCOC=1C=C(C=C(C1)OC)C1=NC2=CC(=CC(=C2C(N1)=O)OC)OC (2-[3-(2-hydroxy-ethoxy)-5-methoxy-phenyl]-5,7-dimethoxy-3H-quinazolin-4-one). Reaction SMILES: [NH2:1][C:2]1[CH:10]=[C:9]([O:11][CH3:12])[CH:8]=[C:7]([O:13][CH3:14])[C:3]=1[C:4]([NH2:6])=[O:5].[OH:15][CH2:16][CH2:17][O:18][C:19]1[CH:20]=[C:21]([CH:24]=[C:25]([O:27][CH3:28])[CH:26]=1)[CH:22]=O.OS([O-])=O.[Na+].CC1C=CC(S(O)(=O)=O)=CC=1>CN(C)C(=O)C>[OH:15][CH2:16][CH2:17][O:18][C:19]1[CH:20]=[C:21]([C:22]2[NH:6][C:4](=[O:5])[C:3]3[C:2](=[CH:10][C:9]([O:11][CH3:12])=[CH:8][C:7]=3[O:13][CH3:14])[N:1]=2)[CH:24]=[C:25]([O:27][CH3:28])[CH:26]=1 |f:2.3|. Reported procedure: To a solution of 2-amino-4,6-dimethoxy-benzamide (7.50 g, 38.2 mmol) and 3-(2-hydroxy-ethoxy)-5-methoxy-benzaldehyde (7.50 g, 38.2 mmol) in N,N-dimethylacetamide (30 mL) was added NaHSO3 (58.5 wt %, 4.37 g, 42.0 mmol) and p-TSA (0.72 g, 3.8 mmol). The reaction mixture was heated to 115-120° C. for 16 hours, and then cooled to room temperature. N,N-dimethylacetamide was removed under reduced pressure, the residue was diluted with water (50 mL), and the solid was filtered, collected, and mixed wit... The product is CCc1cc(CC)c(-c2c(OCCl)c(C)nn(C)c2=O)c(CC)c1. Starting materials: CCc1cc(CC)c(-c2c(OCSC)c(C)nn(C)c2=O)c(CC)c1, ClC(Cl)Cl, O=S(=O)(Cl)Cl. RXN SMILES: [CH3:1][n:2]1[n:3][c:4]([CH3:25])[c:5]([O:21][CH2:22][S:23][CH3:24])[c:6](-[c:9]2[c:10]([CH2:19][CH3:20])[cH:11][c:12]([CH2:17][CH3:18])[cH:13][c:14]2[CH2:15][CH3:16])[c:7]1=[O:8].[CH:31]([Cl:32])([Cl:33])[Cl:34].[S:26]([Cl:27])(=[O:28])([Cl:29])=[O:30]>>[CH3:1][n:2]1[n:3][c:4]([CH3:25])[c:5]([O:21][CH2:22][Cl:29])[c:6](-[c:9]2[c:10]([CH2:19][CH3:20])[cH:11][c:12]([CH2:17][CH3:18])[cH:13][c:14]2[CH2:15][CH3:16])[c:7]1=[O:8]. Reactants: [Cl-].[NH4+] (ammonium chloride), C(C)[Mg]Br (ethyl magnesium bromide), C1=CC=C2C(=C1)C=CC3=CC=CC=C3C2=O (dibenzosuberenone). The solvent is CCOCC (ether), CCOCC (ether). Reaction conditions: time 3 hour. The product is C(C)C1(C2=C(C=CC3=C1C=CC=C3)C=CC=C2)O (5-ETHYL-5H-DIBENZO[a,d]CYCLOHEPTENE-5-OL). Isolated yield 93.8%. RXN SMILES: [CH2:1]([Mg]Br)[CH3:2].[CH:5]1[CH:10]=[C:9]2[CH:11]=[CH:12][C:13]3[C:18]([C:19](=[O:20])[C:8]2=[CH:7][CH:6]=1)=[CH:17][CH:16]=[CH:15][CH:14]=3.[Cl-].[NH4+]>CCOCC>[CH2:8]([C:19]1([OH:20])[C:18]2[CH:17]=[CH:16][CH:15]=[CH:14][C:13]=2[CH:12]=[CH:11][C:9]2[CH:10]=[CH:5][CH:6]=[CH:1][C:2]1=2)[CH3:7] |f:2.3|. Procedure: To 150 mmol of ethyl magnesium bromide in 150 ml of ether are added 10 g (48.5 mmol) of dibenzosuberenone in 250 ml of ether at 0° C. After 3 hours at about 10° C., the mixture is cooled in an ice bath and 40 ml of saturated aqueous ammonium chloride are added slowly. Extractions of the aqueous phase with ether affords 10.75 g of a yellow oily residue. Purification by flash chromatography yields 8.5 g (74%) of the expected product. The reactants are NC1=C(C=C(C=C1)C1=CC(=CC=C1)Cl)C(=O)C1CC1 ((4-amino-3′-chloro-biphenyl-3-yl)-cyclopropyl-methanone), C1(CC1)[Mg]Br (cyclopropylmagnesium bromide). Yields the product NC1=C(C=C(C=C1)C1=CC(=CC=C1)Cl)C(O)(C1CC1)C1CC1 ((4-Amino-3′-chloro-biphenyl-3-yl)-dicyclopropyl-methanol). RXN SMILES: [NH2:1][C:2]1[CH:7]=[CH:6][C:5]([C:8]2[CH:13]=[CH:12][CH:11]=[C:10]([Cl:14])[CH:9]=2)=[CH:4][C:3]=1[C:15]([CH:17]1[CH2:19][CH2:18]1)=[O:16].[CH:20]1([Mg]Br)[CH2:22][CH2:21]1>>[NH2:1][C:2]1[CH:7]=[CH:6][C:5]([C:8]2[CH:13]=[CH:12][CH:11]=[C:10]([Cl:14])[CH:9]=2)=[CH:4][C:3]=1[C:15]([CH:20]1[CH2:22][CH2:21]1)([CH:17]1[CH2:18][CH2:19]1)[OH:16]. Procedure: (4-Amino-3′-chloro-biphenyl-3-yl)-dicyclopropyl-methanol (mp 90-92° C.; MS ((+)ESI) m/z 314 (M+H)+.) was prepared from (4-amino-3′-chloro-biphenyl-3-yl)-cyclopropyl-methanone and cyclopropylmagnesium bromide according to Example 41. Reactants: CC1(O[Si](C)(C)C)CN(C(=O)OCc2ccccc2)CCC1=O, C1CCOC1, Cl. Product: CC1(O)CN(C(=O)OCc2ccccc2)CCC1=O. As a reaction SMILES: [CH2:1]([c:2]1[cH:3][cH:4][cH:5][cH:6][cH:7]1)[O:8][C:9](=[O:10])[N:11]1[CH2:12][C:13]([O:18][Si:19]([CH3:20])([CH3:21])[CH3:22])([CH3:23])[C:14](=[O:17])[CH2:15][CH2:16]1.[CH2:24]1[O:25][CH2:26][CH2:27][CH2:28]1.[ClH:29]>>[CH2:1]([c:2]1[cH:3][cH:4][cH:5][cH:6][cH:7]1)[O:8][C:9](=[O:10])[N:11]1[CH2:12][C:13]([OH:18])([CH3:23])[C:14](=[O:17])[CH2:15][CH2:16]1.